Dataset: the Open Reaction Database (ORD), a public repository of structured organic reaction records. Task: describe an organic reaction: reactants, conditions, products, and yield The reactants are COc1ccc(Nc2nc(Cl)nc(NC3CCCCCC3)n2)cc1Cl, [Na+], [OH-], OC1CCNCC1, c1ccccc1. Product: COc1ccc(Nc2nc(NC3CCCCCC3)nc(N3CCC(O)CC3)n2)cc1Cl. Reaction SMILES: [Cl:10][c:11]1[n:12][c:13]([NH:27][CH:28]2[CH2:29][CH2:30][CH2:31][CH2:32][CH2:33][CH2:34]2)[n:14][c:15]([NH:17][c:18]2[cH:19][c:20]([Cl:26])[c:21]([O:24][CH3:25])[cH:22][cH:23]2)[n:16]1.[Na+:9].[OH-:8].[OH:1][CH:2]1[CH2:3][CH2:4][NH:5][CH2:6][CH2:7]1.[cH:35]1[cH:36][cH:37][cH:38][cH:39][cH:40]1>>[OH:1][CH:2]1[CH2:3][CH2:4][N:5]([c:11]2[n:12][c:13]([NH:27][CH:28]3[CH2:29][CH2:30][CH2:31][CH2:32][CH2:33][CH2:34]3)[n:14][c:15]([NH:17][c:18]3[cH:19][c:20]([Cl:26])[c:21]([O:24][CH3:25])[cH:22][cH:23]3)[n:16]2)[CH2:6][CH2:7]1.